This data is from the Open Reaction Database (ORD), a public repository of structured organic reaction records. The task is: describe an organic reaction: reactants, conditions, products, and yield The reactants are Cc1cnc(C(=O)O)cn1, CC1(C)OC(N)=NC(C)(c2cc(N)ccc2F)C1(F)F. The product is Cc1cnc(C(=O)Nc2ccc(F)c(C3(C)N=C(N)OC(C)(C)C3(F)F)c2)cn1. Reaction SMILES: [CH3:21][c:22]1[n:23][cH:24][c:25]([C:28](=[O:29])[OH:30])[n:26][cH:27]1.[NH2:1][c:2]1[cH:3][cH:4][c:5]([F:20])[c:6]([C:8]2([CH3:19])[N:9]=[C:10]([NH2:18])[O:11][C:12]([CH3:16])([CH3:17])[C:13]2([F:14])[F:15])[cH:7]1>>[NH:1]([c:2]1[cH:3][cH:4][c:5]([F:20])[c:6]([C:8]2([CH3:19])[N:9]=[C:10]([NH2:18])[O:11][C:12]([CH3:16])([CH3:17])[C:13]2([F:14])[F:15])[cH:7]1)[C:28]([c:25]1[cH:24][n:23][c:22]([CH3:21])[cH:27][n:26]1)=[O:29]. Product: CCC(=O)Nc1c[nH]c2ncc(Cl)c(N3CCCC(N(C)C(=O)OC(C)(C)C)C3)c12. Reactants: CCC(=O)Cl, CN1CCCC1=O, ClCCl, [Li+], CN(C(=O)OC(C)(C)C)C1CCCN(c2c(Cl)cnc3[nH]cc(N)c23)C1, [OH-], O, c1ccncc1. Reaction SMILES: [C:27]([CH2:28][CH3:29])(=[O:30])[Cl:31].[CH3:35][N:36]1[CH2:37][CH2:38][CH2:39][C:40]1=[O:41].[Cl:48][CH2:49][Cl:50].[Li+:33].[NH2:1][c:2]1[cH:3][nH:4][c:5]2[n:6][cH:7][c:8]([Cl:26])[c:9]([N:11]3[CH2:12][CH:13]([N:17]([C:18]([O:19][C:20]([CH3:21])([CH3:22])[CH3:23])=[O:24])[CH3:25])[CH2:14][CH2:15][CH2:16]3)[c:10]12.[OH-:32].[OH2:34].[cH:42]1[cH:43][cH:44][n:45][cH:46][cH:47]1>>[NH:1]([c:2]1[cH:3][nH:4][c:5]2[n:6][cH:7][c:8]([Cl:26])[c:9]([N:11]3[CH2:12][CH:13]([N:17]([C:18]([O:19][C:20]([CH3:21])([CH3:22])[CH3:23])=[O:24])[CH3:25])[CH2:14][CH2:15][CH2:16]3)[c:10]12)[C:27]([CH2:28][CH3:29])=[O:30]. The reactants are CNC(N)=O, COC(=O)C(CC1CCCC1)c1ccc(Br)cc1, C[O-], C[O-], CO, [Mg+2]. The product is CNC(=O)NC(=O)C(CC1CCCC1)c1ccc(Br)cc1. Reaction SMILES: [CH3:19][NH:20][C:21](=[O:22])[NH2:23].[CH3:1][O:2][C:3]([CH:4]([CH2:5][CH:6]1[CH2:7][CH2:8][CH2:9][CH2:10]1)[c:11]1[cH:12][cH:13][c:14]([Br:17])[cH:15][cH:16]1)=[O:18].[CH3:24][O-:25].[CH3:27][O-:28].[CH3:29][OH:30].[Mg+2:26]>>[C:3]([CH:4]([CH2:5][CH:6]1[CH2:7][CH2:8][CH2:9][CH2:10]1)[c:11]1[cH:12][cH:13][c:14]([Br:17])[cH:15][cH:16]1)(=[O:18])[NH:23][C:21]([NH:20][CH3:19])=[O:22]. The reactants are ClC1=CC=C(C=2C(=C(C(=NC12)C)CC1=CC=C(C=C1)S(=O)(=O)C)C)O (8-chloro-3-(4-methanesulfonylbenzyl)-2,4-dimethylquinolin-5-ol), CN(C=O)C (N,N-dimethylformamide), C([O-])([O-])=O.[K+].[K+] (potassium carbonate), COC(CBr)=O (bromoacetic acid methyl ester). Run in C(C)(=O)OCC (ethyl acetate). Reaction conditions: time 17 hour. The product is COC(COC1=C2C(=C(C(=NC2=C(C=C1)Cl)C)CC1=CC=C(C=C1)S(=O)(=O)C)C)=O ([8-chloro-3-(4-methanesulfonylbenzyl)-2,4-dimethylquinolin-5-yloxy]acetic Acid Methyl Ester). RXN SMILES: [Cl:1][C:2]1[C:11]2[N:10]=[C:9]([CH3:12])[C:8]([CH2:13][C:14]3[CH:19]=[CH:18][C:17]([S:20]([CH3:23])(=[O:22])=[O:21])=[CH:16][CH:15]=3)=[C:7]([CH3:24])[C:6]=2[C:5]([OH:25])=[CH:4][CH:3]=1.CN(C)C=O.C(=O)([O-])[O-].[K+].[K+].[CH3:37][O:38][C:39](=[O:42])[CH2:40]Br>C(OCC)(=O)C>[CH3:37][O:38][C:39](=[O:42])[CH2:40][O:25][C:5]1[CH:4]=[CH:3][C:2]([Cl:1])=[C:11]2[C:6]=1[C:7]([CH3:24])=[C:8]([CH2:13][C:14]1[CH:19]=[CH:18][C:17]([S:20]([CH3:23])(=[O:21])=[O:22])=[CH:16][CH:15]=1)[C:9]([CH3:12])=[N:10]2 |f:2.3.4|. Procedure: A mixture of 8-chloro-3-(4-methanesulfonylbenzyl)-2,4-dimethylquinolin-5-ol (0.31 g), N,N-dimethylformamide (5.0 mL), potassium carbonate (0.46 g) and bromoacetic acid methyl ester (0.35 g) was stirred at room temperature for 17 hours. The mixture was diluted with ethyl acetate and this solution washed with water and saturated aqueous sodium chloride solution and then dried over magnesium sulfate. The solvent was removed under reduced pressure and purification of the residue by column chromatogr... Product: C(C1=CC=CC=C1)OC(=O)NC(C(C)C)C(C(C(=O)O)CC=1C=NC(=C(C1)C)NC(=O)OC(C)(C)C)([PH2]=O)O (2-[(1-benzyloxycarbonylamino-2-methyl-propyl)-hydroxy-phosphinoylmethyl]-3-(6-tert-butoxycarbonylamino-5-methyl-pyridin-3-yl)-propionic acid). Reactants: [Li+].[OH-] (LiOH), C(C)OC(C(CC=1C=NC(=C(C1)C)N(C(=O)OC(C)(C)C)C(=O)OC(C)(C)C)C([PH2]=O)(O)C(C(C)C)NC(=O)OCC1=CC=CC=C1)=O (2-[(1-benzyloxycarbonylamino-2-methyl-propyl)-hydroxy-phosphinoylmethyl]-3-(6-bis(tert-butoxycarbonyl)amino-5-methyl-pyridin-3-yl)-propionic acid ethyl ester), CO (MeOH). Conditions: time 8 hour. Solvent: C(C)#N (acetonitrile). Isolated yield 63.6%. As a reaction SMILES: [Li+].[OH-].C([O:5][C:6](=[O:50])[CH:7]([C:31]([CH:35]([NH:39][C:40]([O:42][CH2:43][C:44]1[CH:49]=[CH:48][CH:47]=[CH:46][CH:45]=1)=[O:41])[CH:36]([CH3:38])[CH3:37])([OH:34])[PH2:32]=[O:33])[CH2:8][C:9]1[CH:10]=[N:11][C:12]([N:16](C(OC(C)(C)C)=O)[C:17]([O:19][C:20]([CH3:23])([CH3:22])[CH3:21])=[O:18])=[C:13]([CH3:15])[CH:14]=1)C.CO>C(#N)C>[CH2:43]([O:42][C:40]([NH:39][CH:35]([C:31]([OH:34])([PH2:32]=[O:33])[CH:7]([CH2:8][C:9]1[CH:10]=[N:11][C:12]([NH:16][C:17]([O:19][C:20]([CH3:22])([CH3:21])[CH3:23])=[O:18])=[C:13]([CH3:15])[CH:14]=1)[C:6]([OH:50])=[O:5])[CH:36]([CH3:38])[CH3:37])=[O:41])[C:44]1[CH:49]=[CH:48][CH:47]=[CH:46][CH:45]=1 |f:0.1|. Reported procedure: 1 M LiOH (2 mL) was added dropwise to a solution of 2-[(1-benzyloxycarbonylamino-2-methyl-propyl)-hydroxy-phosphinoylmethyl]-3-(6-bis(tert-butoxycarbonyl)amino-5-methyl-pyridin-3-yl)-propionic acid ethyl ester (100 mg, 0.145 mmol) in acetonitrile (2 mL). The mixture was stirred overnight and concentrated under reduced pressure. The mixture was purified by column chromatography (isopropanol/concentrated aqueous NH3/water, 4:2:1) to give impure product. The impure product was stirred with MeOH, fi...